From a dataset of the Open Reaction Database (ORD), a public repository of structured organic reaction records. describe an organic reaction: reactants, conditions, products, and yield Starting materials: CC(C)(C)C1N(CCN(C1)CC1OCCC2=CC(=C(C=C12)OC)Br)C(=O)[O-] (1,1-dimethylethyl-4-{[6-bromo-7-(methyloxy)-3,4-dihydro-1H-isochromen-1-yl]methyl}piperazine-1-carboxylate), C(=O)(C(F)(F)F)O (TFA). The solvent is C(Cl)Cl (DCM). Reaction conditions: time 1 hour. Yields the product BrC=1C=C2CCOC(C2=CC1OC)CN1CCNCC1 (1-{[6-bromo-7-(methyloxy)-3,4-dihydro-1H-isochromen-1-yl]methyl}piperazine). Reaction SMILES: CC([CH:5]1[CH2:10][N:9]([CH2:11][CH:12]2[C:21]3[C:16](=[CH:17][C:18]([Br:24])=[C:19]([O:22][CH3:23])[CH:20]=3)[CH2:15][CH2:14][O:13]2)[CH2:8][CH2:7][N:6]1C([O-])=O)(C)C.C(O)(C(F)(F)F)=O>C(Cl)Cl>[Br:24][C:18]1[CH:17]=[C:16]2[C:21](=[CH:20][C:19]=1[O:22][CH3:23])[CH:12]([CH2:11][N:9]1[CH2:8][CH2:7][NH:6][CH2:5][CH2:10]1)[O:13][CH2:14][CH2:15]2. Procedure details: To a solution of 1,1-dimethylethyl-4-{[6-bromo-7-(methyloxy)-3,4-dihydro-1H-isochromen-1-yl]methyl}piperazine-1-carboxylate (150 mg, 0.34 mmol) in 5 mL of DCM was added 5 mL of TFA and the mixture was stirred at room temperature for 1 h. The reaction was concentrated and the 1-{[6-bromo-7-(methyloxy)-3,4-dihydro-1H-isochromen-1-yl]methyl}piperazine was directly used in next step. Reactants: N#N (N2), C1(CC1)N1C=NC2=C1C(=CC(=C2)B2OC(C(O2)(C)C)(C)C)O[C@H](C)[C@@H]2CC(NC2)=O ((R)-4-((R)-1-((1-cyclopropyl-5-(4,4,5,5-tetramethyl-1,3,2-dioxaborolan-2-yl)-1H-benzo[d]imidazol-7-yl)oxy)ethyl)pyrrolidin-2-one), IC1=NN(C=C1)C (3-iodo-1-methyl-1H-pyrazole), C(=O)([O-])[O-].[Na+].[Na+] (Na2CO3). The reagents and catalysts are C=1C=CC(=CC1)[P](C=2C=CC=CC2)(C=3C=CC=CC3)[Pd]([P](C=4C=CC=CC4)(C=5C=CC=CC5)C=6C=CC=CC6)([P](C=7C=CC=CC7)(C=8C=CC=CC8)C=9C=CC=CC9)[P](C=1C=CC=CC1)(C=1C=CC=CC1)C=1C=CC=CC1 (Pd(PPh3)4). Run in COCCOC (1,2-dimethoxyethane), C(Cl)Cl (DCM). Conditions: temperature 100 celsius. Yields the product C1(CC1)N1C=NC2=C1C(=CC(=C2)C2=NN(C=C2)C)O[C@H](C)[C@@H]2CC(NC2)=O ((R)-4-((R)-1-((1-cyclopropyl-5-(1-methyl-1H-pyrazol-3-yl)-1H-benzo[d]imidazol-7-yl)oxy)ethyl)pyrrolidin-2-one). Yield: 38.0%. Reaction SMILES: [CH:1]1([N:4]2[C:8]3[C:9]([O:22][C@@H:23]([C@H:25]4[CH2:29][NH:28][C:27](=[O:30])[CH2:26]4)[CH3:24])=[CH:10][C:11](B4OC(C)(C)C(C)(C)O4)=[CH:12][C:7]=3[N:6]=[CH:5]2)[CH2:3][CH2:2]1.I[C:32]1[CH:36]=[CH:35][N:34]([CH3:37])[N:33]=1.C([O-])([O-])=O.[Na+].[Na+].N#N>C1C=CC([P]([Pd]([P](C2C=CC=CC=2)(C2C=CC=CC=2)C2C=CC=CC=2)([P](C2C=CC=CC=2)(C2C=CC=CC=2)C2C=CC=CC=2)[P](C2C=CC=CC=2)(C2C=CC=CC=2)C2C=CC=CC=2)(C2C=CC=CC=2)C2C=CC=CC=2)=CC=1.C(Cl)Cl.COCCOC>[CH:1]1([N:4]2[C:8]3[C:9]([O:22][C@@H:23]([C@H:25]4[CH2:29][NH:28][C:27](=[O:30])[CH2:26]4)[CH3:24])=[CH:10][C:11]([C:32]4[CH:36]=[CH:35][N:34]([CH3:37])[N:33]=4)=[CH:12][C:7]=3[N:6]=[CH:5]2)[CH2:3][CH2:2]1 |f:2.3.4,^1:49,51,70,89|. Reported procedure: To a microwave tube equipped with a stirring bar, (R)-4-((R)-1-((1-cyclopropyl-5-(4,4,5,5-tetramethyl-1,3,2-dioxaborolan-2-yl)-1H-benzo[d]imidazol-7-yl)oxy)ethyl)pyrrolidin-2-one: (120 mg, 0.292 mmol), 3-iodo-1-methyl-1H-pyrazole (121.4 mg, 0.584 mmol), 1,2-dimethoxyethane (3 mL), 1 N Na2CO3 aqueous solution (0.96 mL, 0.96 mmol) were added, the mixture was bubbled N2 for 5 minutes before Pd(PPh3)4 (33.7 mg, 0.029 mmol) was added. The tube was sealed and heated in an oil bath at 100° C. for 2 hrs... The reactants are Cl.FC(C1=NNC(=C1)CN)(F)F ((3-(trifluoromethyl)-1H-pyrazol-5-yl)methanamine hydrochloride), FC=1C=C(C=CC1CS(=O)(=O)C)C(C(=O)O)C (2-(3-fluoro-4-(methylsulfonylmethyl)phenyl)propanoic acid), F[B-](F)(F)F.N1(N=NC2=C1C=CC=C2)OC(=[N+](C)C)N(C)C (O-(1H-benzotriazol-1-yl)-N,N,N′,N′-tetramethyluronium tetrafluorborat), ON1N=NC2=C1C=CC=C2 (1-hydroxybenzotriazole), C(C)N(C(C)C)C(C)C (N-ethyldiisopropylamine). Solvent: C1CCOC1 (THF). Run at time 8 hour. The product is FC=1C=C(C=CC1CS(=O)(=O)C)C(C(=O)NCC1=CC(=NN1)C(F)(F)F)C (2-(3-fluoro-4-(methylsulfonylmethyl)phenyl)-N-((3-(trifluoromethyl)-1H-pyrazol-5-yl)methyl)propanamide). Yield: 85.7%. As a reaction SMILES: Cl.[F:2][C:3]([F:12])([F:11])[C:4]1[CH:8]=[C:7]([CH2:9][NH2:10])[NH:6][N:5]=1.[F:13][C:14]1[CH:15]=[C:16]([CH:25]([CH3:29])[C:26](O)=[O:27])[CH:17]=[CH:18][C:19]=1[CH2:20][S:21]([CH3:24])(=[O:23])=[O:22].F[B-](F)(F)F.N1(OC(N(C)C)=[N+](C)C)C2C=CC=CC=2N=N1.ON1C2C=CC=CC=2N=N1.C(N(C(C)C)C(C)C)C>C1COCC1>[F:13][C:14]1[CH:15]=[C:16]([CH:25]([CH3:29])[C:26]([NH:10][CH2:9][C:7]2[NH:6][N:5]=[C:4]([C:3]([F:2])([F:11])[F:12])[CH:8]=2)=[O:27])[CH:17]=[CH:18][C:19]=1[CH2:20][S:21]([CH3:24])(=[O:22])=[O:23] |f:0.1,3.4|. Procedure details: To a stirred solution of (3-(trifluoromethyl)-1H-pyrazol-5-yl)methanamine hydrochloride (194 mg, 0.96 mmol) and 2-(3-fluoro-4-(methylsulfonylmethyl)phenyl)propanoic acid (250 mg, 0.96 mmol) in THF (7.4 mL) were added O-(1H-benzotriazol-1-yl)-N,N,N′,N′-tetramethyluronium tetrafluorborat (308 mg, 0.96 mmol), 1-hydroxybenzotriazole (135 mg, 0.96 mmol) and N-ethyldiisopropylamine (0.491 mL, 2.881 mmol). The reaction mixture was stirred for overnight at room temperature, concentrated in vacuo, purifi... Starting materials: O=C([O-])[O-], CC1(C)CC(CCS(=O)(=O)[O-])CO1, CC#N, [K+], [K+], NCCN, O. Product: CC1(C)CC(CNCCN)CO1. Reaction SMILES: [C:18](=[O:19])([O-:20])[O-:21].[CH3:1][C:2]1([CH3:13])[O:3][CH2:4][CH:5]([CH2:7][CH2:8][S:9]([O-:10])(=[O:11])=[O:12])[CH2:6]1.[CH3:25][C:26]#[N:27].[K+:22].[K+:23].[NH2:14][CH2:15][CH2:16][NH2:17].[OH2:24]>>[CH3:1][C:2]1([CH3:13])[O:3][CH2:4][CH:5]([CH2:7][NH:14][CH2:15][CH2:16][NH2:17])[CH2:6]1. The reactants are C(C)(=O)OCC (ethyl acetate), C(=O)C=1C=CC=C2C3=C(NC12)C(N(C(=C3)C3=CC=CC=C3)CC(=O)NC(C(C(F)(F)F)O)C(C)C)=O (2-(8-formyl-1-oxo-3-phenyl-1,2-dihydropyrido[3,4-b]indol-2-yl)-N-(3,3,3-trifluoro-2-hydroxy-1-isopropylpropyl)acetamide), Cl.CN(CCCN=C=NCC)C (1-(3-dimethylaminopropyl)-3-ethylcarbodiimide hydrochloride), ClC(C(=O)O)Cl (dichloroacetic acid). The solvent is CS(=O)C (dimethylsulfoxide), C1(=CC=CC=C1)C (toluene). Conditions: time 2 hour. The product is C(=O)C=1C=CC=C2C3=C(NC12)C(N(C(=C3)C3=CC=CC=C3)CC(=O)NC(C(C(F)(F)F)=O)C(C)C)=O (2-(8-Formyl-1-oxo-3-phenyl-1,2-dihydropyrido[3,4-b]indol2-yl)-N-(3,3,3-trifluoro-1-isopropyl-2-oxopropyl)acetamide). Isolated yield 100.4%. Reaction SMILES: [CH:1]([C:3]1[CH:4]=[CH:5][CH:6]=[C:7]2[C:11]=1[NH:10][C:9]1[C:12](=[O:36])[N:13]([CH2:22][C:23]([NH:25][CH:26]([CH:33]([CH3:35])[CH3:34])[CH:27]([OH:32])[C:28]([F:31])([F:30])[F:29])=[O:24])[C:14]([C:16]3[CH:21]=[CH:20][CH:19]=[CH:18][CH:17]=3)=[CH:15][C:8]2=1)=[O:2].Cl.CN(C)CCCN=C=NCC.ClC(Cl)C(O)=O.C(OCC)(=O)C>CS(C)=O.C1(C)C=CC=CC=1>[CH:1]([C:3]1[CH:4]=[CH:5][CH:6]=[C:7]2[C:11]=1[NH:10][C:9]1[C:12](=[O:36])[N:13]([CH2:22][C:23]([NH:25][CH:26]([CH:33]([CH3:34])[CH3:35])[C:27](=[O:32])[C:28]([F:29])([F:30])[F:31])=[O:24])[C:14]([C:16]3[CH:17]=[CH:18][CH:19]=[CH:20][CH:21]=3)=[CH:15][C:8]2=1)=[O:2] |f:1.2|. Procedure: To a solution of 2-(8-formyl-1-oxo-3-phenyl-1,2-dihydropyrido[3,4-b]indol-2-yl)-N-(3,3,3-trifluoro-2-hydroxy-1-isopropylpropyl)acetamide (0.1 g) in dimethylsulfoxide (1 mL) and toluene (1 mL) was added 1-(3-dimethylaminopropyl)-3-ethylcarbodiimide hydrochloride (0.46 g) and dichloroacetic acid (0.I mL). The resulting solution was allowed to stir for 2 hours. The mixture was poured into ethyl acetate, washed (1N hydrochloric acid, H2O), dried, and evaporated. The resulting material was chromatogr... The reactants are O=N[O-], [Na+], [Na+], [Na+], O=C([O-])[O-], O, O=[N+]([O-])O, CCn1c(S)nnc1CO. Reaction SMILES: [N:5]([O-:6])=[O:7].[Na+:19].[Na+:20].[Na+:8].[O-:21][C:22](=[O:23])[O-:24].[OH2:25].[OH:1][N+:2](=[O:3])[O-:4].[OH:9][CH2:10][c:11]1[n:12][n:13][c:14]([SH:18])[n:15]1[CH2:16][CH3:17]>>[OH:9][CH2:10][c:11]1[n:12][n:13][cH:14][n:15]1[CH2:16][CH3:17]. Yields the product CCn1cnnc1CO.